Dataset: the Open Reaction Database (ORD), a public repository of structured organic reaction records. Task: describe an organic reaction: reactants, conditions, products, and yield Starting materials: Cc1ccc(S(=O)(=O)OCC2Cc3cccc(-c4cccc(F)c4)c3O2)cc1, Cl, [N-]=[N+]=[N-], [N-]=[N+]=[N-], [N-]=[N+]=NCC1Cc2cccc(-c3cccc(F)c3)c2O1, [Na+]. Product: NCC1Cc2cccc(-c3cccc(F)c3)c2O1. As a reaction SMILES: [CH3:1][c:2]1[cH:3][cH:4][c:5]([S:6]([O:7][CH2:8][CH:9]2[CH2:10][c:11]3[cH:12][cH:13][cH:14][c:15](-[c:16]4[cH:17][cH:18][cH:19][c:20]([F:21])[cH:22]4)[c:23]3[O:24]2)(=[O:25])=[O:26])[cH:27][cH:28]1.[ClH:56].[N-:30]=[N+:31]=[N-:32].[N-:53]=[N+:54]=[N-:55].[N:33](=[N+:34]=[N-:35])[CH2:36][CH:37]1[O:38][c:39]2[c:40]([cH:42][cH:43][cH:44][c:45]2-[c:46]2[cH:47][c:48]([F:52])[cH:49][cH:50][cH:51]2)[CH2:41]1.[Na+:29]>>[NH2:33][CH2:36][CH:37]1[O:38][c:39]2[c:40]([cH:42][cH:43][cH:44][c:45]2-[c:46]2[cH:47][c:48]([F:52])[cH:49][cH:50][cH:51]2)[CH2:41]1. Product: O=C(O)COC1c2ccccc2C(=O)N1Cc1ccccc1. Reactants: O=C([O-])[O-], CCOC(=O)COC1c2ccccc2C(=O)N1Cc1ccccc1, CO, Cl, [K+], [K+], O. As a reaction SMILES: [C:25](=[O:26])([O-:27])[O-:28].[CH2:1]([CH3:2])[O:3][C:4]([CH2:5][O:6][CH:7]1[N:8]([CH2:17][c:18]2[cH:19][cH:20][cH:21][cH:22][cH:23]2)[C:9](=[O:16])[c:10]2[cH:11][cH:12][cH:13][cH:14][c:15]21)=[O:24].[CH3:32][OH:33].[ClH:31].[K+:29].[K+:30].[OH2:34]>>[O:3]=[C:4]([CH2:5][O:6][CH:7]1[N:8]([CH2:17][c:18]2[cH:19][cH:20][cH:21][cH:22][cH:23]2)[C:9](=[O:16])[c:10]2[cH:11][cH:12][cH:13][cH:14][c:15]21)[OH:24]. Reactants: COc1ccc(CN(Cc2ccc(OC)cc2)c2ncc(-c3nc(N4CCOCC4)nc4c3CCN4c3cccc(C(=O)O)c3)cn2)cc1, NCCN1CCOCC1. Product: COc1ccc(CN(Cc2ccc(OC)cc2)c2ncc(-c3nc(N4CCOCC4)nc4c3CCN4c3cccc(C(=O)NCCN4CCOCC4)c3)cn2)cc1. Reaction SMILES: [CH3:1][O:2][c:3]1[cH:4][cH:5][c:6]([CH2:7][N:8]([c:9]2[n:10][cH:11][c:12](-[c:15]3[c:16]4[c:17]([n:18][c:19]([N:21]5[CH2:22][CH2:23][O:24][CH2:25][CH2:26]5)[n:20]3)[N:27]([c:30]3[cH:31][c:32]([C:33](=[O:34])[OH:35])[cH:36][cH:37][cH:38]3)[CH2:28][CH2:29]4)[cH:13][n:14]2)[CH2:39][c:40]2[cH:41][cH:42][c:43]([O:46][CH3:47])[cH:44][cH:45]2)[cH:48][cH:49]1.[NH2:50][CH2:51][CH2:52][N:53]1[CH2:54][CH2:55][O:56][CH2:57][CH2:58]1>>[CH3:1][O:2][c:3]1[cH:4][cH:5][c:6]([CH2:7][N:8]([c:9]2[n:10][cH:11][c:12](-[c:15]3[c:16]4[c:17]([n:18][c:19]([N:21]5[CH2:22][CH2:23][O:24][CH2:25][CH2:26]5)[n:20]3)[N:27]([c:30]3[cH:31][c:32]([C:33](=[O:35])[NH:50][CH2:51][CH2:52][N:53]5[CH2:54][CH2:55][O:56][CH2:57][CH2:58]5)[cH:36][cH:37][cH:38]3)[CH2:28][CH2:29]4)[cH:13][n:14]2)[CH2:39][c:40]2[cH:41][cH:42][c:43]([O:46][CH3:47])[cH:44][cH:45]2)[cH:48][cH:49]1. The reactants are C(=O)([O-])[O-].[K+].[K+] (K2CO3), BrC=1C(=C(SC1)C1=CC=C(C=C1)C(=O)NC(CC)CC)CC(=O)OC (Methyl [4-bromo-2-(4-{[(1-ethylpropyl)amino]carbonyl}phenyl)thien-3-yl]acetate), ClC1=C(C=CC=C1)B(O)O (2-chlorophenylboronic acid), ClCCl (dichloromethane). Solvent: CCOC(=O)C (EtOAc), CCCCCC (hexane), O (H2O), O1CCOCC1 (dioxane), O1CCOCC1 (dioxane). The product is ClC1=C(C=CC=C1)C=1C(=C(SC1)C1=CC=C(C=C1)C(=O)NC(CC)CC)CC(=O)OC (methyl [4-(2-chlorophenyl)-2-(4-{[(1-ethylpropyl)amino]carbonyl}phenyl)thien-3-yl]acetate). The yield is 74.1%. Reaction SMILES: Br[C:2]1[C:3]([CH2:21][C:22]([O:24][CH3:25])=[O:23])=[C:4]([C:7]2[CH:12]=[CH:11][C:10]([C:13]([NH:15][CH:16]([CH2:19][CH3:20])[CH2:17][CH3:18])=[O:14])=[CH:9][CH:8]=2)[S:5][CH:6]=1.[Cl:26][C:27]1[CH:32]=[CH:31][CH:30]=[CH:29][C:28]=1B(O)O.C([O-])([O-])=O.[K+].[K+].ClCCl>O1CCOCC1.O.CCOC(C)=O.CCCCCC>[Cl:26][C:27]1[CH:32]=[CH:31][CH:30]=[CH:29][C:28]=1[C:2]1[C:3]([CH2:21][C:22]([O:24][CH3:25])=[O:23])=[C:4]([C:7]2[CH:12]=[CH:11][C:10]([C:13]([NH:15][CH:16]([CH2:19][CH3:20])[CH2:17][CH3:18])=[O:14])=[CH:9][CH:8]=2)[S:5][CH:6]=1 |f:2.3.4|. Procedure details: Methyl [4-bromo-2-(4-{[(1-ethylpropyl)amino]carbonyl}phenyl)thien-3-yl]acetate (0.200 g, 0.5 mmol) was dissolved in dioxane (3 mL) and 2-chlorophenylboronic acid (0.156 g, 1.0 mmol). K2CO3 (0.207 g, 1.5 mmol) was dissolved in H2O (0.2 mL) and added to the dioxane. The solution was degassed by bubbling argon through the mixture for five minutes. {1,1′-Bis(diphenylphosphino)-ferrocene}dichloropalladium(II) complex with dichloromethane (1:1) (0.012 g, 0.015 mmol) was added and the mixture heated un... Reactants: C1(CCCCC1)C[C@@H]1N(C(O[C@H]1C=O)(C)C)C(=O)OC(C)(C)C (tert-butyl (4S,5R)-4-(cyclohexylmethyl)-5-formyl-2,2-dimethyl-3-oxazolidinecarboxylate), [Br-].C(CC)[P+](C1=CC=CC=C1)(C1=CC=CC=C1)C1=CC=CC=C1 (propyltriphenylphosphonium bromide), [NH2-].[Na+] (sodium amide). Reaction SMILES: [CH:1]1([CH2:7][C@H:8]2[C@H:12]([CH:13]=O)[O:11][C:10]([CH3:16])([CH3:15])[N:9]2[C:17]([O:19][C:20]([CH3:23])([CH3:22])[CH3:21])=[O:18])[CH2:6][CH2:5][CH2:4][CH2:3][CH2:2]1.[Br-].[CH2:25]([P+](C1C=CC=CC=1)(C1C=CC=CC=1)C1C=CC=CC=1)[CH2:26][CH3:27].[NH2-].[Na+]>O1CCCC1>[CH:13](/[C@H:12]1[O:11][C:10]([CH3:16])([CH3:15])[N:9]([C:17]([O:19][C:20]([CH3:22])([CH3:23])[CH3:21])=[O:18])[C@H:8]1[CH2:7][CH:1]1[CH2:6][CH2:5][CH2:4][CH2:3][CH2:2]1)=[CH:25]/[CH2:26][CH3:27] |f:1.2,3.4|. Reported procedure: A mixture of 1.4 g (4.3 mmol) of tert-butyl (4S,5R)-4-(cyclohexylmethyl)-5-formyl-2,2-dimethyl-3-oxazolidinecarboxylate (WO 87/05302) and 1.79 g (4.3 mmol) of instantylide, consisting of propyltriphenylphosphonium bromide and sodium amide, in 50 ml of tetrahydrofuran is stirred at room temperature under nitrogen for 30 minutes. Subsequently, the reaction mixture is partitioned between water and ethyl acetate. The organic phase is separated, dried over sodium sulphate and evaporated under reduced... Run in O1CCCC1 (tetrahydrofuran). Yields the product C(=C/CC)/[C@@H]1[C@@H](N(C(O1)(C)C)C(=O)OC(C)(C)C)CC1CCCCC1 (tert-butyl (4S,5R)-5-[(Z)-1-butenyl]-4-(cyclohexylmethyl)-2,2-dimethyl-3-oxazolidinecarboxylate). Run at time 30 minute. Reactants: SCCO (2-mercaptoethanol), [OH-].[K+] (potassium hydroxide), CN1N=C(C(=C1Cl)Cl)Cl (1-methyl-3,4,5-trichloro pyrazole), product. Reagents/catalysts: C1COCCOCCOCCOCCOCCO1 (18-Crown-6). Run in CS(=O)C (DMSO), O (water). Conditions: temperature 140 celsius. The product is CN1N=C(C(=C1SCCO)Cl)Cl (1-methyl-3,4-dichloro-5-(2-hydroxyethyl) thio pyrazole). Isolated yield 38.1%. RXN SMILES: [SH:1][CH2:2][CH2:3][OH:4].[OH-].[K+].[CH3:7][N:8]1[C:12](Cl)=[C:11]([Cl:14])[C:10]([Cl:15])=[N:9]1>C1OCCOCCOCCOCCOCCOC1.CS(C)=O.O>[CH3:7][N:8]1[C:12]([S:1][CH2:2][CH2:3][OH:4])=[C:11]([Cl:14])[C:10]([Cl:15])=[N:9]1 |f:1.2|. Reported procedure: To a mixture of 26.5 g (0.34 moles) 2-mercaptoethanol, 19 g of 85% potassium hydroxide, and a few drops of 18-Crown-6 in 250 ml of DMSO, 60 g(0.32 moles) 1-methyl-3,4,5-trichloro pyrazole (product of Example 1 or 1A)were added in portions. When the addition was complete, the reaction mixture was heated to 140° C. for 1 day. The cooled reaction mixture was diluted with water and extracted with ether. The oganic phase was washed four times with 200 ml water per time, dried and stripped. The crude ... Reactants: Cl (hydrochloric acid), C(C)C1(C(C2=CC=CC=C2C1)=O)C (2-ethyl-2-methyl-1-indanone). The reagents and catalysts are [Zn] (zinc), C(C)(=O)[O-].[Hg+2].C(C)(=O)[O-] (mercury (II) acetate). The solvent is O (water), C(C)O (ethanol). Product: C(C)C1(CC2=CC=CC=C2C1)C (2-ethyl-2-methyl-indan). Reaction SMILES: Cl.[CH2:2]([C:4]1([CH3:14])[CH2:12][C:11]2[C:6](=[CH:7][CH:8]=[CH:9][CH:10]=2)[C:5]1=O)[CH3:3]>O.C(O)C.[Zn].C([O-])(=O)C.[Hg+2].C([O-])(=O)C>[CH2:2]([C:4]1([CH3:14])[CH2:12][C:11]2[C:6](=[CH:7][CH:8]=[CH:9][CH:10]=2)[CH2:5]1)[CH3:3] |f:5.6.7|. Procedure details: 335 g of zinc dust and 33.5 g of mercury (II) acetate and a solution of 330 cc of concentrated hydrochloric acid in 280 cc of water are rapidly added dropwise in a stirring apparatus. The mixture is boiled at reflux and a solution of 63 g of 2-ethyl-2-methyl-1-indanone in 525 cc of ethanol is added dropwise within 10 minutes while stirring. The reaction mixture is subsequently stirred at reflux for 28 hours, cooled, filtered, and the residue is washed with water/petroleum ether. The filtrate is ... Starting materials: BrCCCC1=C2C(C(=O)NC2=O)=CC=C1 (3-Bromopropylphthalimide), CN1CCNCC1 (N-methylpiperazine). Run in C(C)OCC (ethyl ether). Product: CN1C(CNCC1)CCCC1=C2C(C(=O)NC2=O)=CC=C1 (3-(N-methylpiperazinyl)propylphthalimide). Reaction SMILES: Br[CH2:2][CH2:3][CH2:4][C:5]1[CH:15]=[CH:14][CH:13]=[C:7]2[C:8]([NH:10][C:11](=[O:12])[C:6]=12)=[O:9].[CH3:16][N:17]1[CH2:22][CH2:21][NH:20][CH2:19][CH2:18]1>C(OCC)C>[CH3:16][N:17]1[CH2:22][CH2:21][NH:20][CH2:19][CH:18]1[CH2:2][CH2:3][CH2:4][C:5]1[CH:15]=[CH:14][CH:13]=[C:7]2[C:8]([NH:10][C:11](=[O:12])[C:6]=12)=[O:9]. Reported procedure: 3-Bromopropylphthalimide (536 mg; 2.0 mmoles) and N-methylpiperazine (0.44 ml; 4.0 mmoles) were dissolved in anhydrous ethyl ether (5 ml). Reaction times and process as per Example 1.